This data is from the Open Reaction Database (ORD), a public repository of structured organic reaction records. The task is: describe an organic reaction: reactants, conditions, products, and yield Starting materials: ClC=1C(=NC=CN1)CNC(=O)C1CCC(CC1)=O (N-((3-chloropyrazin-2-yl)methyl)-4-oxocyclohexanecarboxamide), N1CCOCC1 (morpholine). The product is ClC=1C(=NC=CN1)CNC(=O)C1CCC(CC1)N1CCOCC1 (N-((3-chloropyrazin-2-yl)methyl)-4-morpholinocyclohexanecarboxamide). RXN SMILES: [Cl:1][C:2]1[C:3]([CH2:8][NH:9][C:10]([CH:12]2[CH2:17][CH2:16][C:15](=O)[CH2:14][CH2:13]2)=[O:11])=[N:4][CH:5]=[CH:6][N:7]=1.[NH:19]1[CH2:24][CH2:23][O:22][CH2:21][CH2:20]1>>[Cl:1][C:2]1[C:3]([CH2:8][NH:9][C:10]([CH:12]2[CH2:17][CH2:16][CH:15]([N:19]3[CH2:24][CH2:23][O:22][CH2:21][CH2:20]3)[CH2:14][CH2:13]2)=[O:11])=[N:4][CH:5]=[CH:6][N:7]=1. Procedure details: According to the procedure described in example 7 step 7a N-((3-chloropyrazin-2-yl)methyl)-4-oxocyclohexanecarboxamide (1 g) and morpholine (0.44 mL) gave after work-up N-((3-chloropyrazin-2-yl)methyl)-4-morpholinocyclohexanecarboxamide (1.28 g). This crude product was used in the next step without further purification. Starting materials: ClC1=CC2=C(NC(=N2)CC(F)(F)F)C=C1Cl (5,6-dichloro-2-(2,2,2-trifluoro-ethyl)-1H-benzimidazole), [H-].[Na+] (sodium hydride), ICC#N (iodoacetonitrile). The solvent is CN(C)C=O (DMF). Run at time 8 hour. The product is ClC1=CC2=C(N(C(=N2)CC(F)(F)F)CC#N)C=C1Cl ([5,6-Dichloro-2-(2,2,2-trifluoro-ethyl)-benzoimidazol-1-yl]-acetonitrile). Reaction SMILES: [Cl:1][C:2]1[C:15]([Cl:16])=[CH:14][C:5]2[NH:6][C:7]([CH2:9][C:10]([F:13])([F:12])[F:11])=[N:8][C:4]=2[CH:3]=1.[H-].[Na+].I[CH2:20][C:21]#[N:22]>CN(C=O)C>[Cl:16][C:15]1[C:2]([Cl:1])=[CH:3][C:4]2[N:8]([CH2:20][C:21]#[N:22])[C:7]([CH2:9][C:10]([F:12])([F:13])[F:11])=[N:6][C:5]=2[CH:14]=1 |f:1.2|. Reported procedure: To 5,6-dichloro-2-(2,2,2-trifluoro-ethyl)-1H-benzimidazole (356 mg) in DMF (5 mL) was added sodium hydride (79 mg of 60% in oil) and iodoacetonitrile (331 mg). The resulting mixture was stirred at room temperature overnight. The reaction mixture was quenched with water, extracted with EtOAc, and dried over Na2SO4. The crude product was purified by silica gel chromatography (10%-40% EtOAc/hexanes), followed by washing solid with CH2Cl2 to yield the title compound as a peach-colored solid. The reactants are C(C1=CC=CC=C1)OC1=C(C=C(CNC2=NC(=NC(=C2Cl)C)C)C=C1)OCC1CC1 ((4-benzyloxy-3-cyclopropylmethoxybenzyl)(5-chloro-2,6-dimethyl-pyrimidin-4-yl)amine), [H][H] (hydrogen), [H][H] (hydrogen). The reagents and catalysts are Pd on-carbon. The solvent is CO (methanol), C(C)(=O)O (acetic acid). Yields the product C1(CC1)COC1=C(C=CC(=C1)CNC1=NC(=NC(=C1)C)C)O (2-Cyclopropylmethoxy-4-[(2,6-dimethylpyrimidin-4-ylamino)methyl]phenol). As a reaction SMILES: C([O:8][C:9]1[CH:25]=[CH:24][C:12]([CH2:13][NH:14][C:15]2[C:20](Cl)=[C:19]([CH3:22])[N:18]=[C:17]([CH3:23])[N:16]=2)=[CH:11][C:10]=1[O:26][CH2:27][CH:28]1[CH2:30][CH2:29]1)C1C=CC=CC=1.[H][H]>CO.C(O)(=O)C>[CH:28]1([CH2:27][O:26][C:10]2[CH:11]=[C:12]([CH2:13][NH:14][C:15]3[CH:20]=[C:19]([CH3:22])[N:18]=[C:17]([CH3:23])[N:16]=3)[CH:24]=[CH:25][C:9]=2[OH:8])[CH2:30][CH2:29]1. Procedure: A solution of 2.0 g (4.7 mmol) of (4-benzyloxy-3-cyclopropylmethoxybenzyl)(5-chloro-2,6-dimethyl-pyrimidin-4-yl)amine (from example A5) in 50 ml of methanol and 20 ml of glacial acetic acid is admixed with 250 mg of Pd-on-carbon catalyst (type 38H, Johnson Matthey) and hydrogenated by circulation with hydrogen until about 2 equivalents of hydrogen (about 350 ml) have been taken up. After filtration to remove the catalyst, the solution is concentrated and the residue is chromatographed on silica ... The reactants are COC=1C=C(C=C(C1OC)OC)NC=1OC2=C(N1)C=CC=C2C=2C=C(C(=CC2)N)N (4-[2-(3,4,5-trimethoxy-phenylamino)-benzooxazol-7-yl]-benzene-1,2-diamine), CCN=C=NCCCN(C)C.Cl (EDC-HCl), C(=O)O (formic acid). The reagents and catalysts are CN(C)C=1C=CN=CC1 (DMAP). Run in ClCCl (dichloromethane). Reaction conditions: time 20 hour. The product is N1C=NC2=C1C=CC(=C2)C2=CC=CC=1N=C(OC12)NC1=CC(=C(C(=C1)OC)OC)OC ([7-(1H-Benzoimidazol-5-yl)-benzooxazol-2-yl]-(3,4,5-trimethoxy-phenyl)-amine). Reaction SMILES: [CH3:1][O:2][C:3]1[CH:4]=[C:5]([NH:13][C:14]2[O:15][C:16]3[C:22]([C:23]4[CH:24]=[C:25]([NH2:30])[C:26]([NH2:29])=[CH:27][CH:28]=4)=[CH:21][CH:20]=[CH:19][C:17]=3[N:18]=2)[CH:6]=[C:7]([O:11][CH3:12])[C:8]=1[O:9][CH3:10].[CH3:31]CN=C=NCCCN(C)C.Cl.C(O)=O>CN(C1C=CN=CC=1)C.ClCCl>[NH:29]1[C:26]2[CH:27]=[CH:28][C:23]([C:22]3[C:16]4[O:15][C:14]([NH:13][C:5]5[CH:6]=[C:7]([O:11][CH3:12])[C:8]([O:9][CH3:10])=[C:3]([O:2][CH3:1])[CH:4]=5)=[N:18][C:17]=4[CH:19]=[CH:20][CH:21]=3)=[CH:24][C:25]=2[N:30]=[CH:31]1 |f:1.2|. Reported procedure: A mixture of 0.16 g (0.228 mmol) 4-[2-(3,4,5-trimethoxy-phenylamino)-benzooxazol-7-yl]-benzene-1,2-diamine, 0.068 g (0.346 mmol) EDC-HCl, 0.043 g (0.345 mmol) DMAP, 0.012 g (0.27 mmol) formic acid), and 7 ml dichloromethane is stirred at room temperature for 20 h. Then the reaction mixture is concentrated in vacuo. The residue is purified by chromatography (silicagel, EtOAc:MeOH=9:1) to afford ca. the title compound. 4-[2-(3,4,5-trimethoxy-phenylamino)-benzooxazol-7-yl]-benzene-1,2-diamine is pr... Reactants: [Br-], C1CCOC1, C[Mg+], CCOC(C)=O, O=C1CCCN(C(=O)CC2C(=O)NC=CN2S(=O)(=O)c2ccc(Cl)c(Cl)c2)CC1, [Na+], [Na+], O, O, O, O, O, O, O, O, O, O, O, O, O=S(=O)([O-])[O-]. Product: CC1(O)CCCN(C(=O)CC2C(=O)NC=CN2S(=O)(=O)c2ccc(Cl)c(Cl)c2)CC1. RXN SMILES: [Br-:35].[CH2:30]1[O:31][CH2:32][CH2:33][CH2:34]1.[CH3:36][Mg+:37].[CH3:57][CH2:58][O:59][C:60]([CH3:61])=[O:62].[Cl:1][c:2]1[cH:3][c:4]([S:9](=[O:10])(=[O:11])[N:12]2[CH:13]([CH2:19][C:20](=[O:21])[N:22]3[CH2:23][CH2:24][C:25](=[O:29])[CH2:26][CH2:27][CH2:28]3)[C:14](=[O:18])[NH:15][CH:16]=[CH:17]2)[cH:5][cH:6][c:7]1[Cl:8].[Na+:55].[Na+:56].[OH2:38].[OH2:39].[OH2:40].[OH2:41].[OH2:42].[OH2:43].[OH2:44].[OH2:45].[OH2:46].[OH2:47].[OH2:48].[OH2:49].[S:50]([O-:51])([O-:52])(=[O:53])=[O:54]>>[Cl:1][c:2]1[cH:3][c:4]([S:9](=[O:10])(=[O:11])[N:12]2[CH:13]([CH2:19][C:20](=[O:21])[N:22]3[CH2:23][CH2:24][C:25]([OH:29])([CH3:30])[CH2:26][CH2:27][CH2:28]3)[C:14](=[O:18])[NH:15][CH:16]=[CH:17]2)[cH:5][cH:6][c:7]1[Cl:8]. Reactants: CC#N (CH3CN), Mg, crude product, CN1CCN(CC1)CCCC#N (4-(4-Methyl-piperazin-1-yl)-butyronitrile), C(=O)(C(F)(F)F)O (TFA), C(=O)(C(F)(F)F)O (TFA), IC1=C(C=CC=C1)C (2-iodotoluene). The solvent is C(Cl)Cl (CH2Cl2), CCOCC (Et2O). Conditions: time 8 hour. Yields the product CN1CCN(CC1)CCCC(=O)C1=C(C=CC=C1)C (4-Methyl-1-[4-(2-methylphenyl)-4-oxo-1-butyl]piperazine). RXN SMILES: I[C:2]1[CH:7]=[CH:6][CH:5]=[CH:4][C:3]=1[CH3:8].[CH3:9][N:10]1[CH2:15][CH2:14][N:13]([CH2:16][CH2:17][CH2:18][C:19]#N)[CH2:12][CH2:11]1.C(O)(C(F)(F)F)=[O:22].CC#N>CCOCC.C(Cl)Cl>[CH3:9][N:10]1[CH2:15][CH2:14][N:13]([CH2:16][CH2:17][CH2:18][C:19]([C:2]2[CH:7]=[CH:6][CH:5]=[CH:4][C:3]=2[CH3:8])=[O:22])[CH2:12][CH2:11]1. Reported procedure: In a 10 mL oven-dried flask was added Mg turnings (116 mg, 4.0 mmol) which were activated under vacuum by the use of a heat-gun. Under inert atmosphere was added a mixture of 2-iodotoluene (0.65 g, 3.0 mmol) in Et2O (3 mL) and the reaction mixture was allowed to reflux for 1 hour. A solution of compound 14 (0.33 g, 2.0 mmol) in CH2Cl2 (3 mL) was added via a syringe and the reaction mixture was stirred at rt overnight. The reaction mixture was quenched by addition of H2SO4 (6 mL, 2 M) and stirred... Reactants: ClC1=C(CN2N=C(C=C(C2=O)COS(=O)(=O)C)C2=CC(=C(C=C2)F)C)C(=CC=C1)Cl (2-(2,6-dichlorobenzyl)-6-(4-fluoro-3-methylphenyl)-4-methanesulfonyloxymethyl-2H-pyridazin-3-one), N1(CCNCC1)C(=O)OC(C)(C)C (tert-butyl 1-piperazinecarboxylate). Procedure: Following the procedure of Example 1(10), 2-(2,6-dichlorobenzyl)-6-(4-fluoro-3-methylphenyl)-4-methanesulfonyloxymethyl-2H-pyridazin-3-one and tert-butyl 1-piperazinecarboxylate were reacted to yield the title compound as a yellow oil (yield: 90.8%). Isolated yield 90.8%. Yields the product C(C)(C)(C)OC(=O)N1CCN(CC1)CC=1C(N(N=C(C1)C1=CC(=C(C=C1)F)C)CC1=C(C=CC=C1Cl)Cl)=O (4-(4-tert-butoxycarbonyl-1-piperazinyl)methyl-2-(2,6-dichlorobenzyl)-6-(4-fluoro-3-methylphenyl)-2H-pyridazin-3-one). RXN SMILES: [Cl:1][C:2]1[CH:29]=[CH:28][CH:27]=[C:26]([Cl:30])[C:3]=1[CH2:4][N:5]1[C:10](=[O:11])[C:9]([CH2:12]OS(C)(=O)=O)=[CH:8][C:7]([C:18]2[CH:23]=[CH:22][C:21]([F:24])=[C:20]([CH3:25])[CH:19]=2)=[N:6]1.[N:31]1([C:37]([O:39][C:40]([CH3:43])([CH3:42])[CH3:41])=[O:38])[CH2:36][CH2:35][NH:34][CH2:33][CH2:32]1>>[C:40]([O:39][C:37]([N:31]1[CH2:36][CH2:35][N:34]([CH2:12][C:9]2[C:10](=[O:11])[N:5]([CH2:4][C:3]3[C:26]([Cl:30])=[CH:27][CH:28]=[CH:29][C:2]=3[Cl:1])[N:6]=[C:7]([C:18]3[CH:23]=[CH:22][C:21]([F:24])=[C:20]([CH3:25])[CH:19]=3)[CH:8]=2)[CH2:33][CH2:32]1)=[O:38])([CH3:43])([CH3:42])[CH3:41].